Dataset: the Open Reaction Database (ORD), a public repository of structured organic reaction records. Task: describe an organic reaction: reactants, conditions, products, and yield The reactants are C(C)(=O)OCC (ethyl acetate), ClC1=CC=C(C=O)C=C1 (4-chlorobenzaldehyde), [C-]#N.[Na+] (sodium cyanide). The product is ClC1=CC=C(C=C1)CCCC(=O)O (4-(4-Chlorophenyl)-n-butyric acid), ClC1=CC=C(C=C1)C(CCC(=O)OCC)=O (ethyl 4-(4-chlorophenyl)-4-oxo-butyrate). RXN SMILES: [Cl:1][C:2]1[CH:9]=[CH:8][C:5]([CH:6]=[O:7])=[CH:4][CH:3]=1.[C-:10]#N.[Na+].[C:13]([O:16][CH2:17][CH3:18])(=[O:15])[CH3:14]>>[Cl:1][C:2]1[CH:9]=[CH:8][C:5]([CH2:6][CH2:10][CH2:14][C:13]([OH:16])=[O:15])=[CH:4][CH:3]=1.[Cl:1][C:2]1[CH:9]=[CH:8][C:5]([C:6](=[O:7])[CH2:10][CH2:14][C:13]([O:16][CH2:17][CH3:18])=[O:15])=[CH:4][CH:3]=1 |f:1.2|. Procedure: 4-(4-Chlorophenyl)-n-butyric acid was prepared by reacting 4-chlorobenzaldehyde with ethyl acetate and sodium cyanide to provide ethyl 4-(4-chlorophenyl)-4-oxo-butyrate, hydrolyzing the ethyl butyrate derivative to afford 4-(4-chlorophenyl)-4-oxobutyric acid, and then reducing the 4-oxo-group of said acid by reaction with zinc and hydrochloric acid.